This data is from the Open Reaction Database (ORD), a public repository of structured organic reaction records. The task is: describe an organic reaction: reactants, conditions, products, and yield Product: Cl.C(C1=CC=CC=C1)N1C(CCCC1)CCCl (1-benzyl-2-(2-chloroethyl)piperidine hydrochloride). The solvent is C(Cl)(Cl)Cl (chloroform). Reported procedure: Thionyl chloride (10 ml) was added to a solution of 1-benzyl-2-(2-hydroxyethyl)piperidine (11.64 g, 50 mmol) (Annalen, 1898, 301, 117) in chloroform (150 ml) and the mixture heated under reflux for 45 minutes and evaporated to give crude 1-benzyl-2-(2-chloroethyl)piperidine hydrochloride (16.14 g). A portion of the crude product (6.85 g, 25 mmol) was partitioned between ethyl acetate and 10% aqueous sodium carbonate solution and the organic layer was dried over magnesium sulphate and evaporated.... As a reaction SMILES: S(Cl)([Cl:3])=O.[CH2:5]([N:12]1[CH2:17][CH2:16][CH2:15][CH2:14][CH:13]1[CH2:18][CH2:19]O)[C:6]1[CH:11]=[CH:10][CH:9]=[CH:8][CH:7]=1>C(Cl)(Cl)Cl>[ClH:3].[CH2:5]([N:12]1[CH2:17][CH2:16][CH2:15][CH2:14][CH:13]1[CH2:18][CH2:19][Cl:3])[C:6]1[CH:11]=[CH:10][CH:9]=[CH:8][CH:7]=1 |f:3.4|. Starting materials: S(=O)(Cl)Cl (Thionyl chloride), C(C1=CC=CC=C1)N1C(CCCC1)CCO (1-benzyl-2-(2-hydroxyethyl)piperidine). The reactants are CCOC(=O)c1[nH]nc2c1CC1C3CCc4cc(OCc5ccccc5)ccc4C3CCC21C, C1CCOC1, CCO. Yields the product CCOC(=O)c1[nH]nc2c1CC1C3CCc4cc(O)ccc4C3CCC21C. RXN SMILES: [CH2:1]([CH3:2])[O:3][C:4](=[O:5])[c:6]1[c:7]2[c:31]([n:32][nH:33]1)[C:10]1([CH3:34])[CH:9]([CH2:8]2)[CH:22]2[CH:13]([CH2:12][CH2:11]1)[c:14]1[cH:15][cH:16][c:17]([O:23][CH2:24][c:25]3[cH:26][cH:27][cH:28][cH:29][cH:30]3)[cH:18][c:19]1[CH2:20][CH2:21]2.[CH2:35]1[O:36][CH2:37][CH2:38][CH2:39]1.[CH3:40][CH2:41][OH:42]>>[CH2:1]([CH3:2])[O:3][C:4](=[O:5])[c:6]1[c:7]2[c:31]([n:32][nH:33]1)[C:10]1([CH3:34])[CH:9]([CH2:8]2)[CH:22]2[CH:13]([CH2:12][CH2:11]1)[c:14]1[cH:15][cH:16][c:17]([OH:23])[cH:18][c:19]1[CH2:20][CH2:21]2.